This data is from the Open Reaction Database (ORD), a public repository of structured organic reaction records. The task is: describe an organic reaction: reactants, conditions, products, and yield The reactants are CC=1C=C(C=CC1C)N1N=C(C(=C1O)C(C)=O)C (1-(1-(3,4-dimethylphenyl)-5-hydroxy-3-methyl-1H-pyrazol-4-yl)-ethanone), COC(=O)C=1C=C(C(=O)NN)C=CC1 (3-methoxycarbonylbenzhydrazide). Product: CC=1C=C(C=CC1C)N1N=C(C(C1=O)=C(C)NNC(C1=CC(=CC=C1)C(=O)OC)=O)C (3-methoxycarbonylbenzoic N′-(1-(1-(3,4-dimethylphenyl)-3-methyl-5-oxo-1,5-dihydropyrazol-4-ylidene)-ethyl)-hydrazide). As a reaction SMILES: [CH3:1][C:2]1[CH:3]=[C:4]([N:9]2[C:13]([OH:14])=[C:12]([C:15](=O)[CH3:16])[C:11]([CH3:18])=[N:10]2)[CH:5]=[CH:6][C:7]=1[CH3:8].[CH3:19][O:20][C:21]([C:23]1[CH:24]=[C:25]([CH:30]=[CH:31][CH:32]=1)[C:26]([NH:28][NH2:29])=[O:27])=[O:22]>>[CH3:1][C:2]1[CH:3]=[C:4]([N:9]2[C:13](=[O:14])[C:12](=[C:15]([NH:29][NH:28][C:26](=[O:27])[C:25]3[CH:30]=[CH:31][CH:32]=[C:23]([C:21]([O:20][CH3:19])=[O:22])[CH:24]=3)[CH3:16])[C:11]([CH3:18])=[N:10]2)[CH:5]=[CH:6][C:7]=1[CH3:8]. Procedure details: From 1-(1-(3,4-dimethylphenyl)-5-hydroxy-3-methyl-1H-pyrazol-4-yl)-ethanone and 3-methoxycarbonylbenzhydrazide, 27.4 mg of the desired product was obtained in the same manner as in Synthetic Example 4 as a pale yellow solid (yield 35%). Reactants: Cl, [K+], COC(=O)C1=CC2=CCCC=C2Sc2c1ccc1c2C(=O)CC1, [OH-], O. Yields the product O=C(O)C1=CC2=CCCC=C2Sc2c1ccc1c2C(=O)CC1. As a reaction SMILES: [ClH:26].[K+:25].[O:1]=[C:2]1[CH2:3][CH2:4][c:5]2[cH:6][cH:7][c:8]3[c:14]([c:15]21)[S:13][C:12]1=[CH:16][CH2:17][CH2:18][CH:19]=[C:11]1[CH:10]=[C:9]3[C:20](=[O:21])[O:22][CH3:23].[OH-:24].[OH2:27]>>[O:1]=[C:2]1[CH2:3][CH2:4][c:5]2[cH:6][cH:7][c:8]3[c:14]([c:15]21)[S:13][C:12]1=[CH:16][CH2:17][CH2:18][CH:19]=[C:11]1[CH:10]=[C:9]3[C:20](=[O:21])[OH:22].